describe an organic reaction: reactants, conditions, products, and yield From a dataset of the Open Reaction Database (ORD), a public repository of structured organic reaction records. The reactants are C1CCOC1, O=C1COc2ncccc2N1. Product: c1cnc2c(c1)NCCO2. As a reaction SMILES: [CH2:12]1[O:13][CH2:14][CH2:15][CH2:16]1.[NH:1]1[c:2]2[c:3]([n:8][cH:9][cH:10][cH:11]2)[O:4][CH2:5][C:6]1=[O:7]>>[NH:1]1[c:2]2[c:3]([n:8][cH:9][cH:10][cH:11]2)[O:4][CH2:5][CH2:6]1. Reaction conditions: time 30 minute. Solvent: O1CCCC1 (tetrahydrofuran), O1CCCC1 (tetrahydrofuran), CCCCCC (hexane). The product is C(C1=CC=CC=C1)=NC(C(=O)OCC(=O)C1=CC=C(C=C1)Br)P(=O)(OCCCC)OCCCC (p-bromophenacyl N-benzylidene-α-amino-dibutylphosphonoacetate). Reactants: ClC(=O)OCC(=O)C1=CC=C(C=C1)Br (p-bromophenacyl chloroformate), C(C1=CC=CC=C1)=NCP(OCCCC)(OCCCC)=O (Dibutyl N-benzylidene-aminomethylphosphonate), C(CCC)[Li] (Butyllithium), solution. As a reaction SMILES: [CH:1](=[N:8][CH2:9][P:10](=[O:21])([O:16][CH2:17][CH2:18][CH2:19][CH3:20])[O:11][CH2:12][CH2:13][CH2:14][CH3:15])[C:2]1[CH:7]=[CH:6][CH:5]=[CH:4][CH:3]=1.C([Li])CCC.Cl[C:28]([O:30][CH2:31][C:32]([C:34]1[CH:39]=[CH:38][C:37]([Br:40])=[CH:36][CH:35]=1)=[O:33])=[O:29]>O1CCCC1.CCCCCC>[CH:1](=[N:8][CH:9]([P:10]([O:16][CH2:17][CH2:18][CH2:19][CH3:20])([O:11][CH2:12][CH2:13][CH2:14][CH3:15])=[O:21])[C:28]([O:30][CH2:31][C:32]([C:34]1[CH:35]=[CH:36][C:37]([Br:40])=[CH:38][CH:39]=1)=[O:33])=[O:29])[C:2]1[CH:3]=[CH:4][CH:5]=[CH:6][CH:7]=1. Procedure: Dibutyl N-benzylidene-aminomethylphosphonate (31.1 g) is dissolved in anhydrous tetrahydrofuran (500 ml) and the solution is cooled to -78° under a nitrogen atmosphere. Butyllithium (46 ml of a 2.2 M solution in hexane) is added over a period of 5 minutes. The resulting solution is stirred an additional 30 minutes at -78°, then treated dropwise over a period of 45 minutes with p-bromophenacyl chloroformate (13.9 g) in tetrahydrofuran (100 ml). The reaction mixture is stirred an additiona 2 hours... Reactants: C(C)(C)(C)OC(NC1(COC(OC1)(C)C)CCC1=CC(=C(C=C1)OCCCC=1SC(=CC1)C)C(F)(F)F)=O ([2,2-dimethyl-5-(2-{4-[3-(5-methyl-2-thienyl)propoxy]-3-trifluoromethylphenyl}ethyl)-1,3-dioxan-5-yl]carbamic acid t-butyl ester), Cl (hydrochloric acid). The solvent is C(C)O (ethanol). Conditions: temperature 80 celsius, time 2 hour. Product: Cl.NC(CO)(CO)CCC1=CC(=C(C=C1)OCCCC=1SC(=CC1)C)C(F)(F)F (2-amino-2-(2-{4-[3-(5-methyl-2-thienyl)propoxy]-3-trifluoromethylphenyl}ethyl)propane-1,3-diol hydrochloride). Reaction SMILES: C(OC(=O)[NH:7][C:8]1([CH2:16][CH2:17][C:18]2[CH:23]=[CH:22][C:21]([O:24][CH2:25][CH2:26][CH2:27][C:28]3[S:29][C:30]([CH3:33])=[CH:31][CH:32]=3)=[C:20]([C:34]([F:37])([F:36])[F:35])[CH:19]=2)[CH2:13][O:12]C(C)(C)[O:10][CH2:9]1)(C)(C)C.[ClH:39]>C(O)C>[ClH:39].[NH2:7][C:8]([CH2:16][CH2:17][C:18]1[CH:23]=[CH:22][C:21]([O:24][CH2:25][CH2:26][CH2:27][C:28]2[S:29][C:30]([CH3:33])=[CH:31][CH:32]=2)=[C:20]([C:34]([F:37])([F:35])[F:36])[CH:19]=1)([CH2:13][OH:12])[CH2:9][OH:10] |f:3.4|. Procedure: Compound 48-4 (710 mg) was dissolved in ethanol (15 ml), concentrated hydrochloric acid (1.5 ml) was added, and the mixture was stirred at 80° C. for 2 hr. The reaction mixture was concentrated, and the residue was washed with diethyl ether to give a white powder. The white powder was purified by HPLC, the obtained residue was converted to hydrochloride by adding hydrogen chloride containing ether (1 mol/l, 15 ml), and the precipitate was collected by filtration and dried to give the object prod... Reactants: COC(=O)c1ccccc1-c1ccc(CBr)cc1, [N-]=[N+]=[N-], [Na+], CN(C)C=O. Yields the product COC(=O)c1ccccc1-c1ccc(CN=[N+]=[N-])cc1. Reaction SMILES: [Br:1][CH2:2][c:3]1[cH:4][cH:5][c:6](-[c:9]2[c:10]([C:15](=[O:16])[O:17][CH3:18])[cH:11][cH:12][cH:13][cH:14]2)[cH:7][cH:8]1.[N-:19]=[N+:20]=[N-:21].[Na+:22].[O:23]=[CH:24][N:25]([CH3:26])[CH3:27]>>[CH2:2]([c:3]1[cH:4][cH:5][c:6](-[c:9]2[c:10]([C:15](=[O:16])[O:17][CH3:18])[cH:11][cH:12][cH:13][cH:14]2)[cH:7][cH:8]1)[N:19]=[N+:20]=[N-:21]. Starting materials: [Si](C1=CC=CC=C1)(C1=CC=CC=C1)(C(C)(C)C)OCC=1C(=C(C2=C(C(=NO2)C(=O)OCC)C1)F)N1C[C@H](O[C@H](C1)C)C (Ethyl 5-((tert-butyldiphenylsilyloxy)methyl)-6-((2R,6S)-2,6-dimethylmorpholino)-7-fluorobenzo[d]isoxazole-3-carboxylate), [Si](C1=CC=CC=C1)(C1=CC=CC=C1)(C(C)(C)C)OCC=1C(=C(C2=C(C(=NO2)C(=O)OCC)C1)F)N1C[C@H](O[C@H](C1)C)C (Ethyl 5-((tert-butyldiphenylsilyloxy)methyl)-6-((2R,6S)-2,6-dimethylmorpholino)-7-fluorobenzo[d]isoxazole-3-carboxylate), O1NCCCC1 ([1,2]oxazinane). Yields the product [Si](C1=CC=CC=C1)(C1=CC=CC=C1)(C(C)(C)C)OCC=1C(=C(C2=C(C(=NO2)C(=O)N2OCCCC2)C1)F)N1C[C@H](O[C@H](C1)C)C (5-({[tert-butyl(diphenyl)silyl]oxy}methyl)-6-[(2R,6S)-2,6-dimethylmorpholin-4-yl]-7-fluoro-3-(1,2-oxazinan-2-ylcarbonyl)-1,2-benzisoxazole). Reaction SMILES: [Si:1]([O:18][CH2:19][C:20]1[C:21]([N:35]2[CH2:40][C@H:39]([CH3:41])[O:38][C@H:37]([CH3:42])[CH2:36]2)=[C:22]([F:34])[C:23]2[O:27][N:26]=[C:25]([C:28](OCC)=[O:29])[C:24]=2[CH:33]=1)([C:14]([CH3:17])([CH3:16])[CH3:15])([C:8]1[CH:13]=[CH:12][CH:11]=[CH:10][CH:9]=1)[C:2]1[CH:7]=[CH:6][CH:5]=[CH:4][CH:3]=1.[O:43]1[CH2:48][CH2:47][CH2:46][CH2:45][NH:44]1>>[Si:1]([O:18][CH2:19][C:20]1[C:21]([N:35]2[CH2:36][C@H:37]([CH3:42])[O:38][C@H:39]([CH3:41])[CH2:40]2)=[C:22]([F:34])[C:23]2[O:27][N:26]=[C:25]([C:28]([N:44]3[CH2:45][CH2:46][CH2:47][CH2:48][O:43]3)=[O:29])[C:24]=2[CH:33]=1)([C:14]([CH3:16])([CH3:17])[CH3:15])([C:2]1[CH:3]=[CH:4][CH:5]=[CH:6][CH:7]=1)[C:8]1[CH:9]=[CH:10][CH:11]=[CH:12][CH:13]=1. Procedure: Starting materials: Ethyl 5-((tert-butyldiphenylsilyloxy)methyl)-6-((2R,6S)-2,6-dimethylmorpholino)-7-fluorobenzo[d]isoxazole-3-carboxylate (Intermediate 204) and [1,2]oxazinane Reactants: C1COCCO1, Cc1c(-c2cc3cc(C=C4SC(=O)NC4=O)ccc3o2)oc(=O)c(C)c1O, CCO, [H][H]. The product is Cc1c(-c2cc3cc(CC4SC(=O)NC4=O)ccc3o2)oc(=O)c(C)c1O. RXN SMILES: [CH2:33]1[O:34][CH2:35][CH2:36][O:37][CH2:38]1.[CH3:1][c:2]1[c:3](=[O:27])[o:4][c:5](-[c:10]2[o:11][c:12]3[c:13]([cH:14]2)[cH:15][c:16]([CH:19]=[C:20]2[S:21][C:22](=[O:26])[NH:23][C:24]2=[O:25])[cH:17][cH:18]3)[c:6]([CH3:9])[c:7]1[OH:8].[CH3:28][CH2:29][OH:30].[H:31][H:32]>>[CH3:1][c:2]1[c:3](=[O:27])[o:4][c:5](-[c:10]2[o:11][c:12]3[c:13]([cH:14]2)[cH:15][c:16]([CH2:19][CH:20]2[S:21][C:22](=[O:26])[NH:23][C:24]2=[O:25])[cH:17][cH:18]3)[c:6]([CH3:9])[c:7]1[OH:8]. Reactants: alkanes, C(C)=C1C2CC=C(C1)C2 (5-ethylidene-1-norbornene), C=CC (propylene), solution, C=C (ethylene), B(C1=C(F)C(F)=C(F)C(F)=C1F)(C1=C(F)C(F)=C(F)C(F)=C1F)C1=C(F)C(F)=C(F)C(F)=C1F (B(C6F5)3), C1(=CC=CC=C1)\C=C\C=C\C1=CC=CC=C1 (trans,trans-1,4-diphenyl-1,3-butadiene), rac-[1,2-ethanediylbis(1-(2-methyl-4-phenyl)indenyl)]zirconium. The solvent is C1(=CC=CC=C1)C (toluene), C1(=CC=CC=C1)C (toluene). Run at temperature 60 celsius, time 15 minute. The product is C=C.C=CC.C(C)=C1C2C=CC(C1)C2 (ethylene/propylene ethylidene norbornene). RXN SMILES: [CH:1](=[C:3]1[CH2:8][C:7]2[CH2:9][CH:4]1[CH2:5][CH:6]=2)[CH3:2].[CH2:10]=[CH:11][CH3:12].C=C.C1(/C=C/C=C/C2C=CC=CC=2)C=CC=CC=1.B(C1C(F)=C(F)C(F)=C(F)C=1F)(C1C(F)=C(F)C(F)=C(F)C=1F)C1C(F)=C(F)C(F)=C(F)C=1F>C1(C)C=CC=CC=1>[CH2:1]=[CH2:2].[CH2:10]=[CH:11][CH3:12].[CH:1](=[C:3]1[CH2:8][CH:7]2[CH2:9][CH:4]1[CH:5]=[CH:6]2)[CH3:2] |f:6.7.8|. Procedure details: A 2 L batch reactor is charged with 500 mL of mixed alkanes, 75 mL of 5-ethylidene-1-norbornene, and 500 mL of liquefied propylene. The reactor is heated to 60° C., and is saturated with ethylene at 500 psig (3.4 MPa). In an inert atmosphere drybox, 10 μmol of a 0.005M solution in toluene of rac-[1,2-ethanediylbis(1-(2-methyl-4-phenyl)indenyl)]zirconium (trans,trans-1,4-diphenyl-1,3-butadiene and 10 μmol of a 0.005 m solution of B(C6F5)3 in toluene are combined and the mixture is transferred to ... The reactants are ClC(Cl)Cl, O=[N+]([O-])c1cc[n+]([O-])c(-n2cncn2)c1, [Na+], [OH-], CCOP(Cl)OCC. The product is O=[N+]([O-])c1ccnc(-n2cncn2)c1. Reaction SMILES: [Cl:26][CH:27]([Cl:28])[Cl:29].[N+:1](=[O:2])([O-:3])[c:4]1[cH:5][c:6](-[n:11]2[n:12][cH:13][n:14][cH:15]2)[n+:7]([O-:10])[cH:8][cH:9]1.[Na+:25].[OH-:24].[P:16]([Cl:17])([O:18][CH2:19][CH3:20])[O:21][CH2:22][CH3:23]>>[N+:1](=[O:2])([O-:3])[c:4]1[cH:5][c:6](-[n:11]2[n:12][cH:13][n:14][cH:15]2)[n:7][cH:8][cH:9]1. Procedure: In a flask of 500 ml provided with a magnetic stirrer, 4.56 gr of hydroxyacetonitrile (0.08 mol) were mixed at room temperature with 16.3 gr of dodecylamine (0.088 mol) in 250 ml of methanol. The mixture was allowed to stand for 16 hours at room temperature and methanol was evaporated. The obtained liquid was distilled under 10-2 mm Hg. The fraction distilling between 106° and 116° crystallizes after cooling. Conditions: time 16 hour. The product is C(CCCCCCCCCCC)NCC#N (dodecylaminoacetonitrile). The reactants are OCC#N (hydroxyacetonitrile), C(CCCCCCCCCCC)N (dodecylamine). The solvent is CO (methanol). As a reaction SMILES: O[CH2:2][C:3]#[N:4].[CH2:5]([NH2:17])[CH2:6][CH2:7][CH2:8][CH2:9][CH2:10][CH2:11][CH2:12][CH2:13][CH2:14][CH2:15][CH3:16]>CO>[CH2:5]([NH:17][CH2:2][C:3]#[N:4])[CH2:6][CH2:7][CH2:8][CH2:9][CH2:10][CH2:11][CH2:12][CH2:13][CH2:14][CH2:15][CH3:16].